Dataset: the Open Reaction Database (ORD), a public repository of structured organic reaction records. Task: describe an organic reaction: reactants, conditions, products, and yield The reactants are Cl.NC1=NC=CC(=C1)CN1C(N(C(C1(C)C)=O)C1=CC=C(C=C1)C(C)(C)C)=O (1-[(2-aminopyridin-4-yl)methyl]-3-(4-tert-butylphenyl)-5,5-dimethylimidazolidine-2,4-dione hydrochloride), (9,9-dimethyl-9H-xanthene-3,6-diyl)bis(diphenylphosphine)(Xantphos), C([O-])([O-])=O.[Cs+].[Cs+] (caesium carbonate), BrC=1C=NC=NC1 (5-bromopyrimidine). The reagents and catalysts are C(C)(=O)[O-].C(C)(=O)[O-].[Pd+2] (palladium diacetate). Solvent: O1CCOCC1 (dioxane). Run at temperature 100 celsius. The product is C(C)(C)(C)C1=CC=C(C=C1)N1C(N(C(C1=O)(C)C)CC1=CC(=NC=C1)NC=1C=NC=NC1)=O (3-(4-tert-butylphenyl)-5,5-dimethyl-1-{[2-(pyrimidin-5-ylamino)pyridin-4-yl]methyl}imidazolidine-2,4-dione). Yield: 61.2%. Reaction SMILES: Cl.[NH2:2][C:3]1[CH:8]=[C:7]([CH2:9][N:10]2[C:14]([CH3:16])([CH3:15])[C:13](=[O:17])[N:12]([C:18]3[CH:23]=[CH:22][C:21]([C:24]([CH3:27])([CH3:26])[CH3:25])=[CH:20][CH:19]=3)[C:11]2=[O:28])[CH:6]=[CH:5][N:4]=1.C(=O)([O-])[O-].[Cs+].[Cs+].Br[C:36]1[CH:37]=[N:38][CH:39]=[N:40][CH:41]=1>O1CCOCC1.C([O-])(=O)C.C([O-])(=O)C.[Pd+2]>[C:24]([C:21]1[CH:20]=[CH:19][C:18]([N:12]2[C:13](=[O:17])[C:14]([CH3:16])([CH3:15])[N:10]([CH2:9][C:7]3[CH:6]=[CH:5][N:4]=[C:3]([NH:2][C:36]4[CH:37]=[N:38][CH:39]=[N:40][CH:41]=4)[CH:8]=3)[C:11]2=[O:28])=[CH:23][CH:22]=1)([CH3:27])([CH3:26])[CH3:25] |f:0.1,2.3.4,7.8.9|. Procedure details: To a solution of 200 mg of 1-[(2-aminopyridin-4-yl)methyl]-3-(4-tert-butylphenyl)-5,5-dimethylimidazolidine-2,4-dione hydrochloride obtained in stage c) below in 5 mL of dioxane are successively added under argon 11.1 mg of palladium diacetate, 29 mg of (9,9-dimethyl-9H-xanthene-3,6-diyl)bis(diphenylphosphine)(Xantphos), 777 mg of caesium carbonate and 86.8 mg of 5-bromopyrimidine. The reaction mixture is heated at 100° C. for 5 hours and then filtered, and the filtrate is concentrated under red... As a reaction SMILES: [Br:30][CH2:31][CH2:32][F:33].[CH3:34][N:35]([CH3:36])[CH:37]=[O:38].[CH:3]1([CH2:9][n:10]2[cH:11][c:12]([C:20](=[O:21])[N:22]3[CH2:23][CH2:24][N:25]([CH2:28][CH3:29])[CH2:26][CH2:27]3)[c:13]3[cH:14][cH:15][cH:16][c:17]([OH:19])[c:18]23)[CH2:4][CH2:5][CH2:6][CH2:7][CH2:8]1.[H-:1].[Na+:2]>>[CH:3]1([CH2:9][n:10]2[cH:11][c:12]([C:20](=[O:21])[N:22]3[CH2:23][CH2:24][N:25]([CH2:28][CH3:29])[CH2:26][CH2:27]3)[c:13]3[cH:14][cH:15][cH:16][c:17]([O:19][CH2:31][CH2:32][F:33])[c:18]23)[CH2:4][CH2:5][CH2:6][CH2:7][CH2:8]1. The reactants are FCCBr, CN(C)C=O, CCN1CCN(C(=O)c2cn(CC3CCCCC3)c3c(O)cccc23)CC1, [H-], [Na+]. Product: CCN1CCN(C(=O)c2cn(CC3CCCCC3)c3c(OCCF)cccc23)CC1. Starting materials: CS(=O)(=O)OC1CCOCC1, [H-], Ic1cn[nH]c1, [Na+], CN(C)C=O, O. Reaction SMILES: [CH3:9][S:10]([O:11][CH:14]1[CH2:15][CH2:16][O:17][CH2:18][CH2:19]1)(=[O:12])=[O:13].[H-:1].[I:3][c:4]1[cH:5][n:6][nH:7][cH:8]1.[Na+:2].[O:21]=[CH:22][N:23]([CH3:24])[CH3:25].[OH2:20]>>[I:3][c:4]1[cH:5][n:6]([CH:14]2[CH2:15][CH2:16][O:17][CH2:18][CH2:19]2)[n:7][cH:8]1. The product is Ic1cnn(C2CCOCC2)c1.